From a dataset of the Open Reaction Database (ORD), a public repository of structured organic reaction records. describe an organic reaction: reactants, conditions, products, and yield The reactants are C(C)(C)C=1N(C2=CC(=CC=C2C1C(=O)O)OC)CC1=NC=CC=C1 (2-isopropyl-6-methoxy-1-(pyridin-2-ylmethyl)-1H-indole-3-carboxylic acid), C(C)(C)C=1N(C2=CC(=CC=C2C1C(=O)O)OC)CC1=NC=CC=C1 (2-isopropyl-6-methoxy-1-(pyridin-2-ylmethyl)-1H-indole-3-carboxylic acid), FC=1C=C(C=NC1)CN ((5-fluoropyridin-3-yl)methanamine), FC=1C=C(C=NC1)CN ((5-fluoropyridin-3-yl)methanamine). Yields the product FC=1C=C(C=NC1)CNC(=O)C1=C(N(C2=CC(=CC=C12)OC)CC1=NC=CC=C1)C(C)C (N-((5-Fluoropyridin-3-yl)methyl)-2-isopropyl-6-methoxy-1-(pyridin-2-ylmethyl)-1H-indole-3-carboxamide). Reaction SMILES: [CH:1]([C:4]1[N:5]([CH2:18][C:19]2[CH:24]=[CH:23][CH:22]=[CH:21][N:20]=2)[C:6]2[C:11]([C:12]=1[C:13](O)=[O:14])=[CH:10][CH:9]=[C:8]([O:16][CH3:17])[CH:7]=2)([CH3:3])[CH3:2].[F:25][C:26]1[CH:27]=[C:28]([CH2:32][NH2:33])[CH:29]=[N:30][CH:31]=1>>[F:25][C:26]1[CH:27]=[C:28]([CH2:32][NH:33][C:13]([C:12]2[C:11]3[C:6](=[CH:7][C:8]([O:16][CH3:17])=[CH:9][CH:10]=3)[N:5]([CH2:18][C:19]3[CH:24]=[CH:23][CH:22]=[CH:21][N:20]=3)[C:4]=2[CH:1]([CH3:2])[CH3:3])=[O:14])[CH:29]=[N:30][CH:31]=1. Procedure: The title compound was prepared from 2-isopropyl-6-methoxy-1-(pyridin-2-ylmethyl)-1H-indole-3-carboxylic acid (Compound 139) and (5-fluoropyridin-3-yl)methanamine (Compound 145) by General Procedure C. Reactants: COC(=O)CCCBr, Cl, COC(=O)C1CCOc2ccc(F)cc21, [H-], [Na+], CN(C)C=O. Product: COC(=O)CCCC1(C(=O)OC)CCOc2ccc(F)cc21. Reaction SMILES: [Br:18][CH2:19][CH2:20][CH2:21][C:22](=[O:23])[O:24][CH3:25].[ClH:26].[F:3][c:4]1[cH:5][cH:6][c:7]2[c:8]([cH:17]1)[CH:9]([C:13](=[O:14])[O:15][CH3:16])[CH2:10][CH2:11][O:12]2.[H-:2].[Na+:1].[O:27]=[CH:28][N:29]([CH3:30])[CH3:31]>>[F:3][c:4]1[cH:5][cH:6][c:7]2[c:8]([cH:17]1)[C:9]([C:13](=[O:14])[O:15][CH3:16])([CH2:19][CH2:20][CH2:21][C:22](=[O:23])[O:24][CH3:25])[CH2:10][CH2:11][O:12]2. Reaction SMILES: [CH3:1][O:2][C:3]([CH:5]1[CH2:7][N@@:6]1[S:8]([C:11]1[CH:16]=[CH:15][CH:14]=[CH:13][C:12]=1[Cl:17])(=[O:10])=[O:9])=[O:4].[Cl:18][C:19]1[CH:24]=[CH:23][CH:22]=[CH:21][C:20]=1[N:25]=[C:26]=[O:27].[I-].[Na+]>>[CH3:1][O:2][C:3]([C@@H:5]1[CH2:7][N:6]([S:8]([C:11]2[CH:16]=[CH:15][CH:14]=[CH:13][C:12]=2[Cl:17])(=[O:9])=[O:10])[C:26](=[O:27])[N:25]1[C:20]1[CH:21]=[CH:22][CH:23]=[CH:24][C:19]=1[Cl:18])=[O:4] |f:2.3|. Procedure details: In analogy to example 1, step 3, (S)-1-(2-chloro-benzenesulfonyl)-aziridine-2-carboxylic acid methyl ester was reacted with 2-chlorophenylisocyanate and sodium iodide to give (S)-1-(2-chloro-benzenesulfonyl)-3-(2-chloro-phenyl)-2-oxo-imidazolidine-4-carboxylic acid methyl ester as a colorless foam. Yields the product COC(=O)[C@H]1N(C(N(C1)S(=O)(=O)C1=C(C=CC=C1)Cl)=O)C1=C(C=CC=C1)Cl ((S)-1-(2-chloro-benzenesulfonyl)-3-(2-chloro-phenyl)-2-oxo-imidazolidine-4-carboxylic acid methyl ester). Reactants: COC(=O)C1[N@](C1)S(=O)(=O)C1=C(C=CC=C1)Cl ((S)-1-(2-chloro-benzenesulfonyl)-aziridine-2-carboxylic acid methyl ester), ClC1=C(C=CC=C1)N=C=O (2-chlorophenylisocyanate), [I-].[Na+] (sodium iodide).